This data is from the Open Reaction Database (ORD), a public repository of structured organic reaction records. The task is: describe an organic reaction: reactants, conditions, products, and yield The reactants are FC(OC1=CC=CC=C1)(F)F (Trifluoromethoxybenzene), BrBr (bromine), ClCCl (dichloromethane). The reagents and catalysts are [Fe] (iron). The solvent is liquid. Reaction conditions: temperature 100 celsius, time 16 hour. The product is BrC1=CC=C(C=C1)OC(F)(F)F (1-bromo-4-(trifluoromethoxy)benzene). RXN SMILES: [F:1][C:2]([F:11])([F:10])[O:3][C:4]1[CH:9]=[CH:8][CH:7]=[CH:6][CH:5]=1.ClCCl.[Br:15]Br>[Fe]>[Br:15][C:7]1[CH:8]=[CH:9][C:4]([O:3][C:2]([F:10])([F:11])[F:1])=[CH:5][CH:6]=1. Procedure: Trifluoromethoxybenzene 6c (11.35 g, 70 mmol) was dissolved in 3.57 mL liquid bromine, followed by addition of iron (0.24 g). The reaction mixture was stirred for 16 hours at 100° C. 450 mL of dichloromethane were added and the organic extract was washed with 6 M hydrochloric acid (140 mL), 10% sodium hydrogen sulfite solution (140 mL) and saturated sodium chloride solution (140 mL), combined, dried over anhydrous magnesium sulfate, and filtered. The filtrate was concentrated under reduced press... Starting materials: N1(C=CC=C1)C1=CC=C(C=C1)CC(=O)O (4-(1-pyrryl)phenylacetic acid), C(C)OC(C(CC)CC1=CC=C(C=C1)N)=O (ethyl-2-(p-aminobenzyl)-butyrate), C(=O)(N1C=NC=C1)N1C=NC=C1 (carbonyldiimidazole). Run in C1CCOC1 (THF), C1CCOC1 (THF), C1CCOC1 (THF). The product is C(C)OC(C(CC)CC1=CC=C(C=C1)NC(CC1=CC=C(C=C1)N1C=CC=C1)=O)=O (2-{4-[4-(1-pyrryl)-phenylacetamido]-benzyl}-butyric acid ethyl ester). Yield: 23.2%. RXN SMILES: [N:1]1([C:6]2[CH:11]=[CH:10][C:9]([CH2:12][C:13]([OH:15])=O)=[CH:8][CH:7]=2)[CH:5]=[CH:4][CH:3]=[CH:2]1.C(N1C=CN=C1)(N1C=CN=C1)=O.[CH2:28]([O:30][C:31](=[O:43])[CH:32]([CH2:35][C:36]1[CH:41]=[CH:40][C:39]([NH2:42])=[CH:38][CH:37]=1)[CH2:33][CH3:34])[CH3:29]>C1COCC1>[CH2:28]([O:30][C:31](=[O:43])[CH:32]([CH2:35][C:36]1[CH:37]=[CH:38][C:39]([NH:42][C:13](=[O:15])[CH2:12][C:9]2[CH:8]=[CH:7][C:6]([N:1]3[CH:2]=[CH:3][CH:4]=[CH:5]3)=[CH:11][CH:10]=2)=[CH:40][CH:41]=1)[CH2:33][CH3:34])[CH3:29]. Procedure: A solution of 4-(1-pyrryl)phenylacetic acid (3 g) in anhydrous THF (50 ml) is additioned with a solution of carbonyldiimidazole (2.9 g) in THF (80 ml). After 45 minutes a solution of ethyl-2-(p-aminobenzyl)-butyrate (3.3 g) in THF (30 ml). is added. It is reflux heated for an hour, then dried and the residue is dissolved in dichloromethane. The organic solution is washed, first with NaOH 1M, then with HCl 1M and lastly with water. After drying on anhydrous sodium sulfate it is filtered and dried... The reactants are C(C)OC(COC1=C(C=C(C=C1)SC1=CC(=CC(=C1)OCC1=CC=C(C=C1)S(=O)(=O)C)Br)C)=O ({4-[3-Bromo-5-(4-methanesulfonyl-benzyloxy)phenylsulfanyl]-2-methyl-phenoxy}-acetic acid ethyl ester), C(#C)C1=CC=C(C=C1)F (1-ethynyl-4-fluorobenzene), C(C)OC(COC1=C(C=C(C=C1)SC1=CC(=CC(=C1)C#CC1=CC=C(C=C1)CO)OCCC1=CC=C(C=C1)Cl)C)=O ({4-[3-[2-(4-Chloro-phenyl)-ethoxy]-5-(4-hydroxymethyl-phenylethynyl)-phenylsulfanyl]-2-methylphenoxy}-acetic acid ethyl ester). The product is C(C)OC(COC1=C(C=C(C=C1)SC1=CC(=CC(=C1)OCC1=CC=C(C=C1)S(=O)(=O)C)C#CC1=CC=C(C=C1)F)C)=O ({4-[3-(4-Fluoro-phenylethynyl)-5-(4-methanesulfonyl-benzyloxy)-phenylsulfanyl]-2-methyl-phenoxy}-acetic Acid Ethyl Ester). RXN SMILES: [CH2:1]([O:3][C:4](=[O:34])[CH2:5][O:6][C:7]1[CH:12]=[CH:11][C:10]([S:13][C:14]2[CH:19]=[C:18]([O:20][CH2:21][C:22]3[CH:27]=[CH:26][C:25]([S:28]([CH3:31])(=[O:30])=[O:29])=[CH:24][CH:23]=3)[CH:17]=[C:16](Br)[CH:15]=2)=[CH:9][C:8]=1[CH3:33])[CH3:2].[C:35]([C:37]1[CH:42]=[CH:41][C:40]([F:43])=[CH:39][CH:38]=1)#[CH:36].C(OC(=O)COC1C=CC(SC2C=C(C#CC3C=CC(CO)=CC=3)C=C(OCCC3C=CC(Cl)=CC=3)C=2)=CC=1C)C>>[CH2:1]([O:3][C:4](=[O:34])[CH2:5][O:6][C:7]1[CH:12]=[CH:11][C:10]([S:13][C:14]2[CH:19]=[C:18]([O:20][CH2:21][C:22]3[CH:27]=[CH:26][C:25]([S:28]([CH3:31])(=[O:30])=[O:29])=[CH:24][CH:23]=3)[CH:17]=[C:16]([C:36]#[C:35][C:37]3[CH:42]=[CH:41][C:40]([F:43])=[CH:39][CH:38]=3)[CH:15]=2)=[CH:9][C:8]=1[CH3:33])[CH3:2]. Procedure details: The title product was prepared from {4-[3-Bromo-5-(4-methanesulfonyl-benzyloxy)phenylsulfanyl]-2-methyl-phenoxy}-acetic acid ethyl ester (335 mg; 0.59 mmol), 1-ethynyl-4-fluorobenzene (142.3 mg; 1.19 mmol) applying the procedure described for {4-[3-[2-(4-Chloro-phenyl)-ethoxy]-5-(4-hydroxymethyl-phenylethynyl)-phenylsulfanyl]-2-methylphenoxy}-acetic acid ethyl ester. The crude product was purified by preparative HPLC (method B). Yield: 140 mg (39%). HPLC-MS: m/z: 605.5 (M+H)+; Rt: 2.80 min. Reactants: C(C)(=O)C1=CC=C(C=C1)N=C=O (4-acetylphenylisocyanate), C1=CC=C(C(=C1)C=O)C=O (o-phthalicdicarboxaldehyde). Run in C(Cl)Cl (CH2Cl2). Product: C(C)(=O)C1=CC=C(C=C1)N1C(C2=CC=CC=C2C1)=O (2-(4-acetylphenyl)-2,3-dihydro-lH-isoindole-1-one). The yield is 42.6%. Reaction SMILES: [C:1]([C:4]1[CH:9]=[CH:8][C:7]([N:10]=[C:11]=[O:12])=[CH:6][CH:5]=1)(=[O:3])[CH3:2].[CH:13]1[CH:18]=[C:17](C=O)[C:16]([CH:21]=O)=[CH:15][CH:14]=1>C(Cl)Cl>[C:1]([C:4]1[CH:9]=[CH:8][C:7]([N:10]2[CH2:21][C:16]3[C:15](=[CH:14][CH:13]=[CH:18][CH:17]=3)[C:11]2=[O:12])=[CH:6][CH:5]=1)(=[O:3])[CH3:2]. Procedure details: A mixture of 4-acetylphenylisocyanate (27.5 g, 0.17 mol) and o-phthalicdicarboxaldehyde (25.0 g, 0.186 mol) is heated in an oil bath at 170°-175° C. for 4.0 hours under nitrogen atmosphere. On cooling the melt solidified which is pulverized and refluxed with CH2Cl2 and CH30H and filtered to give 18.2 g (41.4%) of the desired 2-(4-acetylphenyl)-2,3-dihydro-lH-isoindole-1-one, mp 235°-237° C. The residue is recrystallized from DMF (1800 ml). Yield 13.0 g (29.6%), mp 236°-239° C. (Jap. patent J5 70... The reactants are ClC=1C=C(C=CC1)C1OC(CN1)CC (2-(m-chlorophenyl)-5-ethyl-1,3-oxazolidine), N1=CC=CC=C1 (pyridine), C(CC(C)C)(=O)Cl (isovaleroyl chloride). The solvent is C(Cl)Cl (methylene chloride). Yields the product ClC=1C=C(C=CC1)C1OC(CN1C(CC(C)C)=O)CC (2-(m-chlorophenyl)-3-isovaleroyl-5-ethyl-1,3-oxazolidine). As a reaction SMILES: [Cl:1][C:2]1[CH:3]=[C:4]([CH:8]2[NH:12][CH2:11][CH:10]([CH2:13][CH3:14])[O:9]2)[CH:5]=[CH:6][CH:7]=1.N1C=CC=CC=1.[C:21](Cl)(=[O:26])[CH2:22][CH:23]([CH3:25])[CH3:24]>C(Cl)Cl>[Cl:1][C:2]1[CH:3]=[C:4]([CH:8]2[N:12]([C:21](=[O:26])[CH2:22][CH:23]([CH3:25])[CH3:24])[CH2:11][CH:10]([CH2:13][CH3:14])[O:9]2)[CH:5]=[CH:6][CH:7]=1. Procedure details: Four and two-tenths grams of 2-(m-chlorophenyl)-5-ethyl-1,3-oxazolidine was combined with 1.7 g of pyridine in 25 ml of methylene chloride and 2.4 g of isovaleroyl chloride was added dropwise with stirring and the mixture was stirred overnight. The mixture was washed with 50 ml of 5% NaOH and 200 ml of water, dried with MgSO4 and stripped under vacuum. The yield was 2.4 g, nD30 1.5490. The structure was confirmed by NMR and infrared spectroscopy. Starting materials: S1C(=CC2=NC=CC=C21)S(=O)(=O)Cl (thieno[3,2-b]pyridine-2-sulfonyl chloride), O (water), FC(C(=O)O)(F)F.N[C@H]1C(N(CC1)CC1=CC=C2C=CN=C(C2=C1)N)=O (3-(R)-Amino-1-(1-aminoisoquinolin-7-ylmethyl)pyrrolidin-2-one trifluoroacetate), C(C)(C)N(CC)C(C)C (diisopropylethylamine). Run in C(C)#N (acetonitrile), C(C)#N (acetonitrile). Reaction conditions: time 15 minute. Yields the product FC(C(=O)O)(F)F.NC1=NC=CC2=CC=C(C=C12)CN1C([C@@H](CC1)NS(=O)(=O)C1=CC2=NC=CC=C2S1)=O (Thieno[3,2-b]pyridine-2-sulfonic acid [1-(1-aminoisoquinolin-7-ylmethyl)-2-oxopyrrolidin-3-(R)-yl]amide trifluoroacetate). Reaction SMILES: [F:1][C:2]([F:7])([F:6])[C:3]([OH:5])=[O:4].[NH2:8][C@@H:9]1[CH2:13][CH2:12][N:11]([CH2:14][C:15]2[CH:24]=[C:23]3[C:18]([CH:19]=[CH:20][N:21]=[C:22]3[NH2:25])=[CH:17][CH:16]=2)[C:10]1=[O:26].C(N(C(C)C)CC)(C)C.[S:36]1[C:44]2[C:39](=[N:40][CH:41]=[CH:42][CH:43]=2)[CH:38]=[C:37]1[S:45](Cl)(=[O:47])=[O:46].O>C(#N)C>[F:1][C:2]([F:7])([F:6])[C:3]([OH:5])=[O:4].[NH2:25][C:22]1[C:23]2[C:18](=[CH:17][CH:16]=[C:15]([CH2:14][N:11]3[CH2:12][CH2:13][C@@H:9]([NH:8][S:45]([C:37]4[S:36][C:44]5[C:39](=[N:40][CH:41]=[CH:42][CH:43]=5)[CH:38]=4)(=[O:46])=[O:47])[C:10]3=[O:26])[CH:24]=2)[CH:19]=[CH:20][N:21]=1 |f:0.1,6.7|. Procedure details: 3-(R)-Amino-1-(1-aminoisoquinolin-7-ylmethyl)pyrrolidin-2-one trifluoroacetate (80 mg, 0.216 mmol) and diisopropylethylamine (140 mg, 1.08 mmol) are dissolved in acetonitrile (12 mL), and stirred at room temperature for 15 minutes before adding thieno[3,2-b]pyridine-2-sulfonyl chloride dropwise as a solution in acetonitrile (8 mL). The reaction mixture is left at room temperature overnight, water (4 mL) added, and the solution concentrated in vacuo to remove the acetonitrile (ca. 4 mL of solutio... Reactants: P(Br)(Br)Br (Phosphorus tribromide), COC=1C=C(C=CC1OC)C1=C(C(=NC2=CC(=C(C=C12)OC)OC)CCO)C(=O)OCC (ethyl 4-(3,4-dimethoxyphenyl)-2-(2-hydroxyethyl)-6,7-dimethoxyquinoline-3-carboxylate), C([O-])(O)=O.[Na+] (sodium bicarbonate). Solvent: C1=CC=CC=C1 (benzene). Conditions: temperature 80 celsius, time 1 hour. Yields the product BrCCC1=NC2=CC(=C(C=C2C(=C1C(=O)OCC)C1=CC(=C(C=C1)OC)OC)OC)OC (ethyl 2-(2-bromoethyl)-4-(3,4-dimethoxyphenyl)-6,7-dimethoxyquinoline-3-carboxylate). Isolated yield 26.3%. Reaction SMILES: P(Br)(Br)[Br:2].[CH3:5][O:6][C:7]1[CH:8]=[C:9]([C:15]2[C:24]3[C:19](=[CH:20][C:21]([O:27][CH3:28])=[C:22]([O:25][CH3:26])[CH:23]=3)[N:18]=[C:17]([CH2:29][CH2:30]O)[C:16]=2[C:32]([O:34][CH2:35][CH3:36])=[O:33])[CH:10]=[CH:11][C:12]=1[O:13][CH3:14].C(=O)(O)[O-].[Na+]>C1C=CC=CC=1>[Br:2][CH2:30][CH2:29][C:17]1[C:16]([C:32]([O:34][CH2:35][CH3:36])=[O:33])=[C:15]([C:9]2[CH:10]=[CH:11][C:12]([O:13][CH3:14])=[C:7]([O:6][CH3:5])[CH:8]=2)[C:24]2[C:19](=[CH:20][C:21]([O:27][CH3:28])=[C:22]([O:25][CH3:26])[CH:23]=2)[N:18]=1 |f:2.3|. Reported procedure: Phosphorus tribromide (1.0 g) was added dropwise to a solution of ethyl 4-(3,4-dimethoxyphenyl)-2-(2-hydroxyethyl)-6,7-dimethoxyquinoline-3-carboxylate (1.7 g) in benzene (50 ml) at room temperature. The mixture was stirred at 80° C. for 1 hour, poured into ice-cold water, neutralized with an aqueous saturated solution of sodium bicarbonate, and then extracted with chloroform. The chloroform layer was washed with water, dried over magnesium sulfate, and the solvent was evaporated under reduced p... Reactants: CCOC(=O)Cc1c([N+](=O)[O-])ccc2c1cnn2C1CCCCO1, [Na+], C1COCCO1, [OH-]. Product: O=C(O)Cc1c([N+](=O)[O-])ccc2c1cnn2C1CCCCO1. As a reaction SMILES: [N+:3](=[O:4])([O-:5])[c:6]1[c:7]([CH2:21][C:22](=[O:23])[O:24][CH2:25][CH3:26])[c:8]2[cH:9][n:10][n:11]([CH:15]3[O:16][CH2:17][CH2:18][CH2:19][CH2:20]3)[c:12]2[cH:13][cH:14]1.[Na+:2].[O:27]1[CH2:28][CH2:29][O:30][CH2:31][CH2:32]1.[OH-:1]>>[N+:3](=[O:4])([O-:5])[c:6]1[c:7]([CH2:21][C:22](=[O:23])[OH:24])[c:8]2[cH:9][n:10][n:11]([CH:15]3[O:16][CH2:17][CH2:18][CH2:19][CH2:20]3)[c:12]2[cH:13][cH:14]1.